From a dataset of the Open Reaction Database (ORD), a public repository of structured organic reaction records. describe an organic reaction: reactants, conditions, products, and yield Starting materials: Cc1cc(Br)cc([N+](=O)[O-])c1N, CCO, O, O, Cl[Sn](Cl)(Cl)Cl. Yields the product Cc1cc(Br)cc(N)c1N. Reaction SMILES: [Br:1][c:2]1[cH:3][c:4]([CH3:12])[c:5]([NH2:11])[c:6]([N+:8]([O-:9])=[O:10])[cH:7]1.[CH3:20][CH2:21][OH:22].[OH2:13].[OH2:14].[Sn:15]([Cl:16])([Cl:17])([Cl:18])[Cl:19]>>[Br:1][c:2]1[cH:3][c:4]([CH3:12])[c:5]([NH2:11])[c:6]([NH2:8])[cH:7]1. Starting materials: BrC1=CC=C(C=C1)C=1NC=2N(N=CC2C#N)C1NC1CCCC1 (2-(4-bromophenyl)-3-(cyclopentylamino)-1H-imidazo[1,2-b]pyrazole-7-carbonitrile), O (water). Solvent: CS(=O)C (DMSO), ClCCl (dichloromethane), CS(=O)C (DMSO). The product is NC1=C(C=NN1/C(/C(=O)C1=CC=C(C=C1)Br)=N/C1CCCC1)C#N ((E)-5-amino-1-(1-(cyclopentylimino)-2-(4-bromophenyl)-2-oxoethyl)-1H-pyrazole-4-carbonitrile). Yield: 21.7%. Reaction SMILES: [Br:1][C:2]1[CH:7]=[CH:6][C:5]([C:8]2[NH:9][C:10]3[N:11]([C:17]=2[NH:18][CH:19]2[CH2:23][CH2:22][CH2:21][CH2:20]2)[N:12]=[CH:13][C:14]=3[C:15]#[N:16])=[CH:4][CH:3]=1.[OH2:24]>CS(C)=O.ClCCl>[NH2:9][C:10]1[N:11](/[C:17](=[N:18]/[CH:19]2[CH2:23][CH2:22][CH2:21][CH2:20]2)/[C:8]([C:5]2[CH:6]=[CH:7][C:2]([Br:1])=[CH:3][CH:4]=2)=[O:24])[N:12]=[CH:13][C:14]=1[C:15]#[N:16]. Reported procedure: A dilute solution of 2-(4-bromophenyl)-3-(cyclopentylamino)-1H-imidazo[1,2-b]pyrazole-7-carbonitrile (500 mg, 1.35 mmol) in DMSO (100 mL) was stored at RT for more than 60 days. The yellow DMSO solution was poured into water (1 L) and the organic compound was extracted into ethyl acetate (2×75 mL). The combined extracts were washed with water and brine solution. The organic layer was dried over anhydrous MgSO4, filtered and concentrated to give the crude yellow solid which was not soluble in dic... Reactants: C(COCCOCCOC)O (3,6,9-trioxadecanol), S(=O)(Cl)Cl (thionyl chloride), N1=CC=CC=C1 (pyridine). Run in O1CCCC1 (tetrahydrofuran). Yields the product C(COCCOCCOC)Cl (3,6,9-trioxadecyl chloride). The yield is 90.0%. As a reaction SMILES: [CH2:1](O)[CH2:2][O:3][CH2:4][CH2:5][O:6][CH2:7][CH2:8][O:9][CH3:10].S(Cl)([Cl:14])=O.N1C=CC=CC=1>O1CCCC1>[CH2:1]([Cl:14])[CH2:2][O:3][CH2:4][CH2:5][O:6][CH2:7][CH2:8][O:9][CH3:10]. Reported procedure: 101.16 g (≈0.6 mole) of 3,6,9-trioxadecanol are reacted with 44.6 ml (≈0.6 mole) of thionyl chloride and 51.7 ml (≈0.64 mole) of pyridine in a tetrahydrofuran solution by refluxing for 12 hours to give 3,6,9-trioxadecyl chloride ##STR19## The mixture is cooled and then extracted several times with methyl ethyl ketone (MEK), and the MEK phase is then neutralized with NaHCO3 and dried over Na2SO4. After the MEK has been removed, the residue is distilled under 30 Pa and at 30°-37° C. Yield: 90%. Starting materials: Fc1ccc(Cl)cc1Br, CN(C)C=O, CC(C)[N-]C(C)C, [Li+], C1CCOC1. Yields the product O=Cc1c(Cl)ccc(F)c1Br. RXN SMILES: [Br:1][c:2]1[c:3]([F:9])[cH:4][cH:5][c:6]([Cl:8])[cH:7]1.[CH3:18][N:19]([CH:20]=[O:21])[CH3:22].[CH:10]([N-:11][CH:12]([CH3:13])[CH3:14])([CH3:15])[CH3:16].[Li+:17].[O:23]1[CH2:24][CH2:25][CH2:26][CH2:27]1>>[Br:1][c:2]1[c:3]([F:9])[cH:4][cH:5][c:6]([Cl:8])[c:7]1[CH:20]=[O:21]. Starting materials: NC=1OCC2(C3=CC(=CC=C3OC(C23COC3)(C)C)NC(=O)C3=NC=C(N=C3)OC)N1 (N-[2-amino-2′,2′-dimethyldispiro[1,3-oxazole-4,4′-chromene-3′,3″-oxetan]-6′-yl]-5-methoxypyrazine-2-carboxamide), C(=O)=O (CO2). The product is NC=1OC[C@@]2(C3=CC(=CC=C3OC(C23COC3)(C)C)NC(=O)C3=NC=C(N=C3)OC)N1 (N-[(4S)-2-amino-2′,2′-dimethyldispiro[1,3-oxazole-4,4′-chromene-3′,3″-oxetan]-6′-yl]-5-methoxypyrazine-2-carboxamide). Yield: 35.0%. RXN SMILES: [NH2:1][C:2]1[O:3][CH2:4][C:5]2([N:31]=1)[C:14]1([CH2:17][O:16][CH2:15]1)[C:13]([CH3:19])([CH3:18])[O:12][C:11]1[C:6]2=[CH:7][C:8]([NH:20][C:21]([C:23]2[CH:28]=[N:27][C:26]([O:29][CH3:30])=[CH:25][N:24]=2)=[O:22])=[CH:9][CH:10]=1.C(=O)=O>>[NH2:1][C:2]1[O:3][CH2:4][C@@:5]2([N:31]=1)[C:14]1([CH2:15][O:16][CH2:17]1)[C:13]([CH3:18])([CH3:19])[O:12][C:11]1[C:6]2=[CH:7][C:8]([NH:20][C:21]([C:23]2[CH:28]=[N:27][C:26]([O:29][CH3:30])=[CH:25][N:24]=2)=[O:22])=[CH:9][CH:10]=1. Procedure details: N-[2-amino-2′,2′-dimethyldispiro[1,3-oxazole-4,4′-chromene-3′,3″-oxetan]-6′-yl]-5-methoxypyrazine-2-carboxamide (100 mg, 0.235 mmol) was chromatographed using supercritical CO2 (supercritical CO2/EtOH=60:40) on Chiralcel OD-H column (10×250 mm) eluting at a flow rate 10 mL/minute (40° C. column temperature). After concentration of collected fractions of the first peak (retention time=5.25 minutes) under reduced pressure, trituration of the residue with EtOAc/hexane provided N-[(4S)-2-amino-2′,2′...